From a dataset of the Open Reaction Database (ORD), a public repository of structured organic reaction records. describe an organic reaction: reactants, conditions, products, and yield Reactants: C(C)(C)(C)O[K] (tBuOK), O=C1O[C@H](CN1C=1C=CC2=C(NC(CO2)=O)C1)CCC=O (3-[(S)-2-oxo-3-(3-oxo-3,4-dihydro-2H-benzo[1,4]oxazin-6-yl)-oxazolidin-5-yl]-propionaldehyde). Reagents/catalysts: [Br-].C[P+](C1=CC=CC=C1)(C1=CC=CC=C1)C1=CC=CC=C1 (methyltriphenylphosphonium bromide). The solvent is C1CCOC1 (THF), C1CCOC1 (THF), O (water). Reaction conditions: time 1 hour. Product: C(CC=C)C1CN(C(O1)=O)C1=CC2=C(OCC(N2)=O)C=C1 ((RS)-6-(5-(but-3-en-1-yl)-2-oxooxazolidin-3-yl)-2H-benzo[b][1,4]oxazin-3 (4H)-one). Yield: 84.0%. As a reaction SMILES: [C:1](O[K])(C)(C)C.[O:7]=[C:8]1[N:12]([C:13]2[CH:14]=[CH:15][C:16]3[O:21][CH2:20][C:19](=[O:22])[NH:18][C:17]=3[CH:23]=2)[CH2:11][C@H:10]([CH2:24][CH2:25][CH:26]=O)[O:9]1>[Br-].C[P+](C1C=CC=CC=1)(C1C=CC=CC=1)C1C=CC=CC=1.C1COCC1.O>[CH2:24]([CH:10]1[O:9][C:8](=[O:7])[N:12]([C:13]2[CH:14]=[CH:15][C:16]3[O:21][CH2:20][C:19](=[O:22])[NH:18][C:17]=3[CH:23]=2)[CH2:11]1)[CH2:25][CH:26]=[CH2:1] |f:2.3|. Procedure: A suspension of methyltriphenylphosphonium bromide (2.03 g) in THF (6 ml) was treated with tBuOK (638 mg) and the reaction mixture was further stirred at rt for 1 h. The mixture was cooled to 0° C. and treated with a suspension of 3-[(S)-2-oxo-3-(3-oxo-3,4-dihydro-2H-benzo[1,4]oxazin-6-yl)-oxazolidin-5-yl]-propionaldehyde (1.50 g; prepared according to WO 2010/041194, example AV) in THF (11 ml). The reaction mixture was stirred at 0° C. for 30 min and allowed to reach rt. The reaction mixture wa... The reactants are BrCC(=O)Br (Bromoacetyl bromide), NC1=C(C=C(C=C1)I)C(=O)C1=C(C=CC=C1)Cl ((2-amino-5-iodophenyl)(2-chlorophenyl) methanone), aqueous solution, C([O-])([O-])=O.[Na+].[Na+] (sodium carbonate). Reaction conditions: temperature 0 celsius. The product is BrCC(=O)NC1=C(C=C(C=C1)I)C(C1=C(C=CC=C1)Cl)=O (2-bromo-N-[2-(2-chlorobenzoyl)-4-iodophenyl]acetamide). Reported procedure: Bromoacetyl bromide, 15 ml, was added to a solution of 52 g (0.145 mol) of (2-amino-5-iodophenyl)(2-chlorophenyl) methanone in 300 ml of methylene chloride cooled to 0° C. A 10% aqueous solution of sodium carbonate, 150 ml, was added slowly with stirring and the two phase system was stirred in the cold for 30 minutes. The organic layer was separated, washed with water and dried over sodium sulfate. The solution was filtered and evaporated. Crystallization of the residue from methylene chloride/e... Reaction SMILES: [Br:1][CH2:2][C:3](Br)=[O:4].[NH2:6][C:7]1[CH:12]=[CH:11][C:10]([I:13])=[CH:9][C:8]=1[C:14]([C:16]1[CH:21]=[CH:20][CH:19]=[CH:18][C:17]=1[Cl:22])=[O:15].C(=O)([O-])[O-].[Na+].[Na+]>C(Cl)Cl>[Br:1][CH2:2][C:3]([NH:6][C:7]1[CH:12]=[CH:11][C:10]([I:13])=[CH:9][C:8]=1[C:14](=[O:15])[C:16]1[CH:21]=[CH:20][CH:19]=[CH:18][C:17]=1[Cl:22])=[O:4] |f:2.3.4|. The solvent is C(Cl)Cl (methylene chloride). The yield is 90.0%.